Dataset: the Open Reaction Database (ORD), a public repository of structured organic reaction records. Task: describe an organic reaction: reactants, conditions, products, and yield The reactants are C(C)OC1=NC=C(C=C1)C=NOCCO (2-(2-ethoxy-5-pyridylmethyleneaminooxy)ethanol), N(=NC(=O)OCC)C(=O)OCC (diethyl azodicarboxylate), OC1=CC=C(CC2C(N(C(S2)=O)C(C2=CC=CC=C2)(C2=CC=CC=C2)C2=CC=CC=C2)=O)C=C1 (5-(4-hydroxybenzyl)-3-tritylthiazolidine-2,4-dione), C1(=CC=CC=C1)P(C1=CC=CC=C1)C1=CC=CC=C1 (triphenylphosphine). Product: C(C)OC1=NC=C(C=C1)C=NOCCOC1=CC=C(CC2C(N(C(S2)=O)C(C2=CC=CC=C2)(C2=CC=CC=C2)C2=CC=CC=C2)=O)C=C1 (5-{4-[2-(2-Ethoxy-5-pyridylmethyleneaminooxy)-ethoxy]benzyl}-3-tritylthiazolidine-2,4-dione). Yield: 74.9%. As a reaction SMILES: [CH2:1]([O:3][C:4]1[CH:9]=[CH:8][C:7]([CH:10]=[N:11][O:12][CH2:13][CH2:14][OH:15])=[CH:6][N:5]=1)[CH3:2].O[C:17]1[CH:49]=[CH:48][C:20]([CH2:21][CH:22]2[S:26][C:25](=[O:27])[N:24]([C:28]([C:41]3[CH:46]=[CH:45][CH:44]=[CH:43][CH:42]=3)([C:35]3[CH:40]=[CH:39][CH:38]=[CH:37][CH:36]=3)[C:29]3[CH:34]=[CH:33][CH:32]=[CH:31][CH:30]=3)[C:23]2=[O:47])=[CH:19][CH:18]=1.C1(P(C2C=CC=CC=2)C2C=CC=CC=2)C=CC=CC=1.N(C(OCC)=O)=NC(OCC)=O>>[CH2:1]([O:3][C:4]1[CH:9]=[CH:8][C:7]([CH:10]=[N:11][O:12][CH2:13][CH2:14][O:15][C:17]2[CH:49]=[CH:48][C:20]([CH2:21][CH:22]3[S:26][C:25](=[O:27])[N:24]([C:28]([C:41]4[CH:46]=[CH:45][CH:44]=[CH:43][CH:42]=4)([C:35]4[CH:36]=[CH:37][CH:38]=[CH:39][CH:40]=4)[C:29]4[CH:34]=[CH:33][CH:32]=[CH:31][CH:30]=4)[C:23]3=[O:47])=[CH:19][CH:18]=2)=[CH:6][N:5]=1)[CH3:2]. Reported procedure: Following a procedure similar to that described in Example 1(a), but using 570 mg of 2-(2-ethoxy-5-pyridylmethyleneaminooxy)ethanol (prepared as described in Preparation 12), 1.20 g of 5-(4-hydroxybenzyl)-3-tritylthiazolidine-2,4-dione, 695 mg of triphenylphosphine and 462 mg of diethyl azodicarboxylate, 1.27 g of the title compound were obtained as a foam-like solid. Starting materials: CN1[C@H](CCC1)CC1=CNC2=CC=C(C=C12)C=CC(CC)=O (3-(N-Methyl-2(R)-pyrrolidinylmethyl)-5-(3-oxo-1-pent-1-enyl)-1H-indole). Reagents/catalysts: [Pd] (palladium on charcoal). Run in O (H2O). Product: CN1[C@H](CCC1)CC1=CNC2=CC=C(C=C12)CCC(CC)=O (3-(N-Methyl-2(R)-pyrrolidinylmethyl)-5-(3-oxo-1-pentyl)-1H-indole). RXN SMILES: [CH3:1][N:2]1[CH2:6][CH2:5][CH2:4][C@@H:3]1[CH2:7][C:8]1[C:16]2[C:11](=[CH:12][CH:13]=[C:14]([CH:17]=[CH:18][C:19](=[O:22])[CH2:20][CH3:21])[CH:15]=2)[NH:10][CH:9]=1>[Pd].O>[CH3:1][N:2]1[CH2:6][CH2:5][CH2:4][C@@H:3]1[CH2:7][C:8]1[C:16]2[C:11](=[CH:12][CH:13]=[C:14]([CH2:17][CH2:18][C:19](=[O:22])[CH2:20][CH3:21])[CH:15]=2)[NH:10][CH:9]=1. Procedure details: Obtained from the title compound of Example 51 by a procedure similar to that described in Example 2, but using 10% palladium on charcoal as catalyst, as a gum. Rf 0.70 (SS 7). [α]D25 +105° (c=0.1, C3OH). Found: C,73.04; H,8.66; N,8.97. C19H26N2O; 0.75 H2O requires C,73.15; H,8.88; N,8.98%. Reactants: [Na] (sodium), C([C@H]([C@H]([C@@H]([C@H]([C@H](C(=O)[O-])O)O)O)O)O)O.[Na+] (sodium glucoheptonate). The reagents and catalysts are O[W](=O)(=O)O (tungstic acid). The solvent is O (water), O (water). Run at temperature 25 celsius. The product is tungsten ester, C([C@H]([C@H]([C@@H]([C@H]([C@H](C(=O)O)O)O)O)O)O)O (glucoheptonic acid). As a reaction SMILES: [Na].[CH2:2]([OH:16])[C@@H:3]([OH:15])[C@@H:4]([OH:14])[C@H:5]([OH:13])[C@@H:6]([OH:12])[C@@H:7]([OH:11])[C:8]([O-:10])=[O:9].[Na+]>O.O[W](O)(=O)=O>[CH2:2]([OH:16])[C@@H:3]([OH:15])[C@@H:4]([OH:14])[C@H:5]([OH:13])[C@@H:6]([OH:12])[C@@H:7]([OH:11])[C:8]([OH:10])=[O:9] |f:1.2,^1:0|. Procedure details: The tungsten ester of glucoheptonic acid was prepared as follows: Approximately 330 grams (1 mol) of the sodium salt of tungstic acid (sodium tungstate) and 248 grams (1 mol) of sodium glucoheptonate were charged to an esterification vessel containing about 600 ml. of water as a solvent. With stirring, the temperature was maintained at about 25° C. for approximately 30 minutes. The mixture was thereafter diluted to a final volume of one liter with additional water. Reactants: C1CCOC1, C=C(C(=O)OCC)c1csc(C2(C)COc3cc4c(cc32)C(C)(C)CCC4(C)C)c1, Cl, [Li+], [OH-]. Yields the product C=C(C(=O)O)c1csc(C2(C)COc3cc4c(cc32)C(C)(C)CCC4(C)C)c1. As a reaction SMILES: [CH2:34]1[O:35][CH2:36][CH2:37][CH2:38]1.[CH3:1][C:2]1([c:19]2[cH:20][c:21]([C:24]([C:25](=[O:26])[O:27][CH2:28][CH3:29])=[CH2:30])[cH:22][s:23]2)[c:3]2[c:4]([cH:7][c:8]3[c:13]([cH:14]2)[C:12]([CH3:15])([CH3:16])[CH2:11][CH2:10][C:9]3([CH3:17])[CH3:18])[O:5][CH2:6]1.[ClH:33].[Li+:31].[OH-:32]>>[CH3:1][C:2]1([c:19]2[cH:20][c:21]([C:24]([C:25](=[O:26])[OH:27])=[CH2:30])[cH:22][s:23]2)[c:3]2[c:4]([cH:7][c:8]3[c:13]([cH:14]2)[C:12]([CH3:15])([CH3:16])[CH2:11][CH2:10][C:9]3([CH3:17])[CH3:18])[O:5][CH2:6]1. Reactants: CN(CCO)C (2-dimethylamino-ethanol), C(=O)(C(F)(F)F)O (TFA), CC1(CC=C(CC1)C1=C(C=CC(=C1)C1(CCOCC1)O)NC(=O)C=1NC(=CN1)C#N)C (5-Cyano-1H-imidazole-2-carboxylic acid [2-(4,4-dimethyl-cyclohex-1-enyl)-4-(4-hydroxy-tetrahydro-pyran-4-yl)-phenyl]-amide). The solvent is C(Cl)Cl (DCM). Run at temperature 50 celsius. Yields the product FC(C(=O)O)(F)F.CN(CCOC1(CCOCC1)C1=CC(=C(C=C1)NC(=O)C=1NC(=CN1)C#N)C1=CCC(CC1)(C)C)C (5-Cyano-1H-imidazole-2-carboxylic acid [4-[4-(2-dimethylamino-ethoxy)-tetrahydro-pyran-4-yl]-2-(4,4-dimethyl-cyclohex-1-enyl)-phenyl]-amide trifluoroacetic acid salt). The yield is 20.3%. Reaction SMILES: [CH3:1][C:2]1([CH3:31])[CH2:7][CH2:6][C:5]([C:8]2[CH:13]=[C:12]([C:14]3([OH:20])[CH2:19][CH2:18][O:17][CH2:16][CH2:15]3)[CH:11]=[CH:10][C:9]=2[NH:21][C:22]([C:24]2[NH:25][C:26]([C:29]#[N:30])=[CH:27][N:28]=2)=[O:23])=[CH:4][CH2:3]1.[CH3:32][N:33]([CH3:37])[CH2:34][CH2:35]O.[C:38]([OH:44])([C:40]([F:43])([F:42])[F:41])=[O:39]>C(Cl)Cl>[F:41][C:40]([F:43])([F:42])[C:38]([OH:44])=[O:39].[CH3:32][N:33]([CH3:37])[CH2:34][CH2:35][O:20][C:14]1([C:12]2[CH:11]=[CH:10][C:9]([NH:21][C:22]([C:24]3[NH:25][C:26]([C:29]#[N:30])=[CH:27][N:28]=3)=[O:23])=[C:8]([C:5]3[CH2:6][CH2:7][C:2]([CH3:31])([CH3:1])[CH2:3][CH:4]=3)[CH:13]=2)[CH2:19][CH2:18][O:17][CH2:16][CH2:15]1 |f:4.5|. Reported procedure: To a suspension of 5-cyano-1H-imidazole-2-carboxylic acid [2-(4,4-dimethyl-cyclohex-1-enyl)-4-(4-hydroxy-tetrahydro-pyran-4-yl)-phenyl]-amide (48.0 mg, 0.114 mmol)(prepared in Example 1, step (h)) in 1 mL of DCM was added 2-dimethylamino-ethanol (0.114 mL, 1.14 mmol), TFA (0.130 mL, 1.17 mmol), and the mixture heated to 50° C. for 8 h. The mixture was concentrated and the title compound purified by RP-HPLC on a C18 column eluting with a linear gradient of 30-50% CH3CN in 0.1% TFA/H2O over 12 min...